Dataset: the Open Reaction Database (ORD), a public repository of structured organic reaction records. Task: describe an organic reaction: reactants, conditions, products, and yield The reactants are ClC=1C=C(OC=2C(N(C=CC2C(F)(F)F)CC2=NN(C3=NC(=CC=C32)NCC3=CC=C(C=C3)OC)CC3=CC=C(C=C3)OC)=O)C=C(C1)Cl (3-(3,5-dichlorophenoxy)-1-({1-(4-methoxybenzyl)-6-[(4-methoxybenzyl)amino]-1H-pyrazolo[3,4-b]pyridine-3-yl}methyl)-4-(trifluoromethyl)pyridine-2(1H)-one). The solvent is C(=O)(C(F)(F)F)O (TFA), C(C)(=O)OCC (ethyl acetate). Run at time 4 hour. Product: NC1=CC=C2C(=N1)NN=C2CN2C(C(=C(C=C2)C(F)(F)F)OC2=CC(=CC(=C2)Cl)Cl)=O (1-[(6-amino-1H-pyrazolo[3,4-b]pyridin-3-yl)methyl]-3-(3,5-dichlorophenoxy)-4-(trifluoromethyl)pyridin-2(1H)-one). As a reaction SMILES: [Cl:1][C:2]1[CH:3]=[C:4]([CH:46]=[C:47]([Cl:49])[CH:48]=1)[O:5][C:6]1[C:7](=[O:45])[N:8]([CH2:16][C:17]2[C:25]3[C:20](=[N:21][C:22]([NH:26]CC4C=CC(OC)=CC=4)=[CH:23][CH:24]=3)[N:19](CC3C=CC(OC)=CC=3)[N:18]=2)[CH:9]=[CH:10][C:11]=1[C:12]([F:15])([F:14])[F:13]>C(O)(C(F)(F)F)=O.C(OCC)(=O)C>[NH2:26][C:22]1[N:21]=[C:20]2[NH:19][N:18]=[C:17]([CH2:16][N:8]3[CH:9]=[CH:10][C:11]([C:12]([F:13])([F:14])[F:15])=[C:6]([O:5][C:4]4[CH:46]=[C:47]([Cl:49])[CH:48]=[C:2]([Cl:1])[CH:3]=4)[C:7]3=[O:45])[C:25]2=[CH:24][CH:23]=1. Procedure: 3-(3,5-dichlorophenoxy)-1-({1-(4-methoxybenzyl)-6-[(4-methoxybenzyl)amino]-1H-pyrazolo[3,4-b]pyridine-3-yl}methyl)-4-(trifluoromethyl)pyridine-2(1H)-one (0.900 g, 12.7 mmol) dissolved in TFA (10 mL) was placed in an oil bath at 75° C. After 4 hours, the reaction mixture was diluted with ethyl acetate (100 mL), washed with 50% aqueous sodium carbonate (50 mL). The aqueous was back extracted with ethyl acetate (100 mL) and the combined organic extracts were dried (MgSO4), filtered and the solvent ... Starting materials: O (water), C([O-])([O-])=O.[Na+].[Na+] (sodium carbonate), IC1=C(N=C(N1CC(C)C)CCC)C#N (5-iodo-1-(2-methylpropyl)-2-propyl-1H-imidazole-4-carbonitrile), Cl.NC1=C(C=CC=C1)B(O)O (2-aminophenylboronic acid hydrochloride). The reagents and catalysts are C(C)(=O)[O-].[Pd+2].C(C)(=O)[O-] (palladium (II) acetate), C1(=CC=CC=C1)P(C1=CC=CC=C1)C1=CC=CC=C1 (Triphenylphosphine). The solvent is C(CC)O (n-propanol). Conditions: temperature 100 celsius. The product is NC1=C(C=CC=C1)C1=C(N=C(N1CC(C)C)CCC)C#N (5-(2-aminophenyl)-1-(2-methylpropyl)-2-propyl-1H-imidazole-4-carbonitrile). Yield: 119.2%. As a reaction SMILES: O.C(=O)([O-])[O-].[Na+].[Na+].I[C:9]1[N:13]([CH2:14][CH:15]([CH3:17])[CH3:16])[C:12]([CH2:18][CH2:19][CH3:20])=[N:11][C:10]=1[C:21]#[N:22].Cl.[NH2:24][C:25]1[CH:30]=[CH:29][CH:28]=[CH:27][C:26]=1B(O)O>C([O-])(=O)C.[Pd+2].C([O-])(=O)C.C1(P(C2C=CC=CC=2)C2C=CC=CC=2)C=CC=CC=1.C(O)CC>[NH2:24][C:25]1[CH:30]=[CH:29][CH:28]=[CH:27][C:26]=1[C:9]1[N:13]([CH2:14][CH:15]([CH3:17])[CH3:16])[C:12]([CH2:18][CH2:19][CH3:20])=[N:11][C:10]=1[C:21]#[N:22] |f:1.2.3,5.6,7.8.9|. Reported procedure: Triphenylphosphine (19 mg, 0.0735 mmol), water (2.9 mL), n-propanol (14.3 mL), aqueous sodium carbonate (9.8 mL of 2 M), and palladium (II) acetate (5.50 mg, 0.0245 mmol) were added to a mixture of 5-iodo-1-(2-methylpropyl)-2-propyl-1H-imidazole-4-carbonitrile (2.59 g, 8.17 mmol) and 2-aminophenylboronic acid hydrochloride (1.70 g, 9.80 mmol). The reaction vessel was evacuated and filled with nitrogen three times and then heated under nitrogen at 100° C. for 24 hours. The work-up procedure descr... The reactants are Cl.COC=1C=C(C=CC1)C=1CNCCC1 (3-(3-methoxyphenyl)-1,2,5,6-tetrahydropyridine hydrochloride), C([O-])([O-])=O.[Na+].[Na+] (sodium carbonate), C(C=C)Br (allyl bromide). The solvent is CN(C=O)C (dimethylformamide). Reaction conditions: time 6 hour. Product: C(C=C)N1CC(=CCC1)C1=CC(=CC=C1)OC (1-allyl-3-(3-methoxyphenyl)-1,2,5,6-tetrahydropyridine). Yield: 83.0%. RXN SMILES: Cl.[CH3:2][O:3][C:4]1[CH:5]=[C:6]([C:10]2[CH2:11][NH:12][CH2:13][CH2:14][CH:15]=2)[CH:7]=[CH:8][CH:9]=1.C(=O)([O-])[O-].[Na+].[Na+].[CH2:22](Br)[CH:23]=[CH2:24]>CN(C)C=O>[CH2:24]([N:12]1[CH2:13][CH2:14][CH:15]=[C:10]([C:6]2[CH:7]=[CH:8][CH:9]=[C:4]([O:3][CH3:2])[CH:5]=2)[CH2:11]1)[CH:23]=[CH2:22] |f:0.1,2.3.4|. Procedure details: A mixture of 7 g of 3-(3-methoxyphenyl)-1,2,5,6-tetrahydropyridine hydrochloride, 100 ml of dimethylformamide, 9.8 g of sodium carbonate and 3.75 g of allyl bromide was stirred for 6 hours and was then filtered. The filtrate was evaporated to dryness and the residue was chromatographed over silica gel. Elution with a 7-3 benzene-ethyl acetate mixture yielded 5.9 g of 1-allyl-3-(3-methoxyphenyl)-1,2,5,6-tetrahydropyridine. Starting materials: COC(=O)c1sc(Br)cc1C, O=C([O-])[O-], CC(=O)[O-], CC(=O)[O-], COC1CNCCC1NC(=O)OCc1ccccc1, [Cs+], [Cs+], [Pd+2], c1ccc(P(c2ccccc2)c2ccc3ccccc3c2-c2c(P(c3ccccc3)c3ccccc3)ccc3ccccc23)cc1. The product is COC(=O)c1sc(N2CCC(NC(=O)OCc3ccccc3)C(OC)C2)cc1C. Reaction SMILES: [Br:1][c:2]1[cH:3][c:4]([CH3:11])[c:5]([C:7](=[O:8])[O:9][CH3:10])[s:6]1.[C:77](=[O:78])([O-:79])[O-:80].[C:83]([O-:84])(=[O:85])[CH3:86].[C:88]([O-:89])(=[O:90])[CH3:91].[CH3:12][O:13][CH:14]1[CH2:15][NH:16][CH2:17][CH2:18][CH:19]1[NH:20][C:21]([O:22][CH2:23][c:24]1[cH:25][cH:26][cH:27][cH:28][cH:29]1)=[O:30].[Cs+:81].[Cs+:82].[Pd+2:87].[cH:31]1[cH:32][cH:33][c:34]([P:35]([c:36]2[cH:37][cH:38][c:39]3[c:40]([cH:41][cH:42][cH:43][cH:44]3)[c:45]2-[c:46]2[c:47]3[c:48]([cH:49][cH:50][cH:51][cH:52]3)[cH:53][cH:54][c:55]2[P:56]([c:57]2[cH:58][cH:59][cH:60][cH:61][cH:62]2)[c:63]2[cH:64][cH:65][cH:66][cH:67][cH:68]2)[c:69]2[cH:70][cH:71][cH:72][cH:73][cH:74]2)[cH:75][cH:76]1>>[c:2]1([N:16]2[CH2:15][CH:14]([O:13][CH3:12])[CH:19]([NH:20][C:21]([O:22][CH2:23][c:24]3[cH:25][cH:26][cH:27][cH:28][cH:29]3)=[O:30])[CH2:18][CH2:17]2)[cH:3][c:4]([CH3:11])[c:5]([C:7](=[O:8])[O:9][CH3:10])[s:6]1. As a reaction SMILES: C([O:3][C:4]([CH:6]1[CH:8]([CH:9]=[C:10]([Cl:12])[Cl:11])[C:7]1([CH3:14])[CH3:13])=[O:5])C.[OH-].[Na+].C(OS(C1C=CC=CC=1)(=O)=O)CCCCCCCCCCC.[Na].Cl>CCCCCC.O>[CH3:13][C:7]1([CH3:14])[CH:8]([CH:9]=[C:10]([Cl:12])[Cl:11])[CH:6]1[C:4]([OH:5])=[O:3] |f:1.2,3.4,^1:38|. The product is CC1(C(C1C=C(Cl)Cl)C(=O)O)C (2,2-dimethyl-3-(2,2-dichlorovinyl)-cyclopropane-1-carboxylic acid). The solvent is O (water), CCCCCC (hexane), CCCCCC (hexane). Reactants: C(C)OC(=O)C1C(C1C=C(Cl)Cl)(C)C (2,2-dimethyl-3-(2,2-dichlorovinyl)cyclopropane-1-carboxylic acid ethyl ester), [OH-].[Na+] (sodium hydroxide), [OH-].[Na+] (sodium hydroxide), Cl (hydrochloric acid), [OH-].[Na+] (sodium hydroxide), C(CCCCCCCCCCC)OS(=O)(=O)C1=CC=CC=C1.[Na] (sodium dodecylbenzene sulfonate), phase. Procedure details: 27.9 g. of 2,2-dimethyl-3-(2,2-dichlorovinyl)cyclopropane-1-carboxylic acid ethyl ester (purity: 85%, cis) trans ratio: 40:60/, 6 g. of a 25% aqueous sodium hydroxide solution and 0.01 g. of sodium dodecylbenzene sulfonate are stirred at a temperature of 80° C. for 30 minutes. Hydrolysis is then continued with a further 5 g. portion of sodium hydroxide solution for 60 minutes and subsequently with an additional 5 g. portion of a sodium hydroxide solution for 150 minutes. The mixture is diluted w... Isolated yield 85.0%. Starting materials: CC(COC(=O)C(=C)C)OC(=O)C1=C(C(=CC=C1)S(=O)(=O)O)C(=O)O (methacryloxyisopropyl acid sulfophthalate), C(C(=C)C)(=O)OCCO (β-hydroxyethyl methacrylate), CC1S(OC(C1C)=O)(=O)=O (3,4-dimethyl-1,2-oxathiolane-5-one-2,2-dioxide). Product: CC(C(=O)OCCOC(C(=C)C)=O)C(C)S(=O)(=O)O (methacryloxyethyl 2-methyl-3-sulfo-butyrate). Yield: 70.0%. Reaction SMILES: C[CH:2]([O:10][C:11]([C:13]1[CH:18]=CC=C(S(O)(=O)=O)[C:14]=1[C:23](O)=O)=[O:12])[CH2:3][O:4][C:5]([C:7]([CH3:9])=[CH2:8])=[O:6].C(OCCO)(=O)C(C)=C.CC1C(C)C(=O)[O:38][S:37]1(=[O:44])=[O:43]>>[CH3:18][CH:13]([CH:14]([S:37]([OH:44])(=[O:43])=[O:38])[CH3:23])[C:11]([O:10][CH2:2][CH2:3][O:4][C:5](=[O:6])[C:7]([CH3:9])=[CH2:8])=[O:12]. Procedure: By procedure (9) (a) above, β-hydroxyethyl methacrylate is reacted with an equimolar amount of 3,4-dimethyl-1,2-oxathiolane-5-one-2,2-dioxide. There is obtained a 70% yield of methacryloxyethyl 2-methyl-3-sulfo-butyrate. Reactants: C1(=CC=CC=C1)C#C.ClCCCC#CC1=CC=CC=C1 ((5-chloropent-1-ynyl)benzene Phenylacetylene), [I-].[Na+] (Sodium iodide), [Li]CCCC (nBuLi), BrCCCCl (1-bromo-3-chloropropane). Yield: 80.8%. The solvent is C1CCOC1 (THF). Yields the product ICCCC#CC1=CC=CC=C1 ((5-iodopent-1-ynyl)benzene). Run at temperature -78 celsius, time 5 hour. RXN SMILES: C1(C#C)C=CC=CC=1.Cl[CH2:10][CH2:11][CH2:12][C:13]#[C:14][C:15]1[CH:20]=[CH:19][CH:18]=[CH:17][CH:16]=1.[Li]CCCC.BrCCCCl.[I-:31].[Na+]>C1COCC1>[I:31][CH2:10][CH2:11][CH2:12][C:13]#[C:14][C:15]1[CH:20]=[CH:19][CH:18]=[CH:17][CH:16]=1 |f:0.1,4.5|. Procedure details: To a solution of THF (200 mL) into reaction flask was added (5-chloropent-1-ynyl)benzene Phenylacetylene (10 g, 97.91 mmol). Then the reaction mixture was cooled to −78° C. in a dry ice bath. nBuLi (95.95 mmol, 38.39 mL) was added dropwise and allowed to react for 0.5 h at −78° C. At −78° C., 1-bromo-3-chloropropane was added. Stirred for 5 hours during which the reaction was allowed to warm up to room temperature. Then reaction was refluxed at 90° C. for 3 hours. The solvent was distilled off, ... Reactants: ClCCOC1=CC=C(C=C1)/C=C/C=1SC2=C(N1)C=CC=C2 ((E)-2-[2-(4-chloroethoxyphenyl)ethenyl]benzothiazole), product, C(CCC)NCCCC (dibutylamine). Yields the product C(CCC)N(CCCC)CCOC1=CC=C(C=C1)/C=C/C=1SC2=C(N1)C=CC=C2 ((E)-2-[2-(4-Dibutylaminoethoxyphenyl)ethenyl]benzothiazole). The yield is 36.0%. As a reaction SMILES: [CH2:1]([NH:5][CH2:6][CH2:7][CH2:8][CH3:9])[CH2:2][CH2:3][CH3:4].Cl[CH2:11][CH2:12][O:13][C:14]1[CH:19]=[CH:18][C:17](/[CH:20]=[CH:21]/[C:22]2[S:23][C:24]3[CH:30]=[CH:29][CH:28]=[CH:27][C:25]=3[N:26]=2)=[CH:16][CH:15]=1>>[CH2:1]([N:5]([CH2:11][CH2:12][O:13][C:14]1[CH:15]=[CH:16][C:17](/[CH:20]=[CH:21]/[C:22]2[S:23][C:24]3[CH:30]=[CH:29][CH:28]=[CH:27][C:25]=3[N:26]=2)=[CH:18][CH:19]=1)[CH2:6][CH2:7][CH2:8][CH3:9])[CH2:2][CH2:3][CH3:4]. Reported procedure: Reaction of this product (2.0 g, 6.3 mmol) with dibutylamine produced 1.1 g (36% yield) of the named compound as the HCl salt, mp 172°-173° C. IR(KBr): 3400, 1600 cm-1. MS: 409(MH+). 1H NMR (CDCl3): δ 8.37-6.79 (m, 10H), 4.67 (t, J=5.4 Hz, 2H), 3.55 (t, J=5.4 Hz, 2H), 3.12 (m, 4H), 1.99-0.79 (m, 14H). The reactants are ClC1=CC(=CC=C1)C(=O)OO (m-Chloroperbenzoic acid), COC1SC=C(NC1=O)C (2-methoxy-5-methyl-2H-1,4-thiazin-3(4H)-one), C([O-])([O-])=O.[K+].[K+] (potassium carbonate). Run in CO (methanol). Conditions: time 4 hour. Product: COC1(SC=C(NC1=O)C)OC (2,2-dimethoxy-5-methyl-2H-1,4-thiazin-3(4H)-one). Yield: 52.6%. Reaction SMILES: ClC1C=CC=C([C:8](OO)=[O:9])C=1.[CH3:12][O:13][CH:14]1[C:19](=[O:20])[NH:18][C:17]([CH3:21])=[CH:16][S:15]1.C(=O)([O-])[O-].[K+].[K+]>CO>[CH3:12][O:13][C:14]1([O:9][CH3:8])[C:19](=[O:20])[NH:18][C:17]([CH3:21])=[CH:16][S:15]1 |f:2.3.4|. Reported procedure: m-Chloroperbenzoic acid (25.6 g) was added dropwise to a stirred solution of 2-methoxy-5-methyl-2H-1,4-thiazin-3(4H)-one (16 g) in methanol (500 ml) under ice-cooling and the mixture was stirred at room temperature for 4 hours. Then, the reaction mixture was made alkaline by addition of anhydrous potassium carbonate and evaporated to dryness. The residue was extracted twice with chloroform and the combined extracts were washed with water, dried over anhydrous magnesium sulfate and evaporated to ... The reactants are CCO, CCP(=O)(CC)Cc1ccc([N+](=O)[O-])cc1. Yields the product CCP(=O)(CC)Cc1ccc(N)cc1. RXN SMILES: [CH3:17][CH2:18][OH:19].[N+:1]([O-:2])(=[O:3])[c:4]1[cH:5][cH:6][c:7]([CH2:8][P:9]([CH2:10][CH3:11])([CH2:12][CH3:13])=[O:14])[cH:15][cH:16]1>>[NH2:1][c:4]1[cH:5][cH:6][c:7]([CH2:8][P:9]([CH2:10][CH3:11])([CH2:12][CH3:13])=[O:14])[cH:15][cH:16]1.